This data is from the Open Reaction Database (ORD), a public repository of structured organic reaction records. The task is: describe an organic reaction: reactants, conditions, products, and yield The reactants are C(C)(=O)O (acetic acid), [OH-].[Na+] (sodium hydroxide), [OH-].[K+] (potassium hydroxide), C(C)OC(=O)C1(CCN(CC1)CC1=CC=C(C=C1)C1=NOC(=N1)C1=CC(=C(C=C1)C1CCCC1)Cl)C (1-{4-[5-(3-chloro-4-cyclopentylphenyl)-[1,2,4]-oxadiazol-3-yl]-benzyl}-4-methylpiperidine-4-carboxylic acid ethyl ester). Run in O (water), O (water), O1CCCC1 (tetrahydrofuran), C(C)O (ethanol). Conditions: temperature 80 celsius. Product: ClC=1C=C(C=CC1C1CCCC1)C1=NC(=NO1)C1=CC=C(CN2CCC(CC2)(C(=O)O)C)C=C1 (1-{4-[5-(3-chloro-4-cyclopentylphenyl)-[1,2,4]-oxadiazol-3-yl]-benzyl}-4-methylpiperidine-4-carboxylic acid). As a reaction SMILES: [OH-].[Na+].[OH-].[K+].C([O:7][C:8]([C:10]1([CH3:40])[CH2:15][CH2:14][N:13]([CH2:16][C:17]2[CH:22]=[CH:21][C:20]([C:23]3[N:27]=[C:26]([C:28]4[CH:33]=[CH:32][C:31]([CH:34]5[CH2:38][CH2:37][CH2:36][CH2:35]5)=[C:30]([Cl:39])[CH:29]=4)[O:25][N:24]=3)=[CH:19][CH:18]=2)[CH2:12][CH2:11]1)=[O:9])C.C(O)(=O)C>O.O1CCCC1.C(O)C>[Cl:39][C:30]1[CH:29]=[C:28]([C:26]2[O:25][N:24]=[C:23]([C:20]3[CH:19]=[CH:18][C:17]([CH2:16][N:13]4[CH2:12][CH2:11][C:10]([CH3:40])([C:8]([OH:9])=[O:7])[CH2:15][CH2:14]4)=[CH:22][CH:21]=3)[N:27]=2)[CH:33]=[CH:32][C:31]=1[CH:34]1[CH2:38][CH2:37][CH2:36][CH2:35]1 |f:0.1,2.3|. Procedure details: A solution of sodium hydroxide (0.13 g, 0.0033 mol) and potassium hydroxide (85% assay, 0.22 g, 0.0033 mol) in demineralized water (5 mL) is added to a solution of 1-{4-[5-(3-chloro-4-cyclopentylphenyl)-[1,2,4]-oxadiazol-3-yl]-benzyl}-4-methylpiperidine-4-carboxylic acid ethyl ester (0.43 g, 0.0008 mol) in a mixture of tetrahydrofuran and ethanol (1:1), 10 ML. The reaction mixture is heated at 80° C. temperature for 3 hrs. It is then concentrated under reduced pressure to give a crude residue wh... Starting materials: C1=CC=C(C=C1)C(C(=O)O)N (DL-α-phenylglycine), C1(=CC=CC=C1)S(=O)(=O)[O-] (benzensulfonate). Product: C1=CC=C(C=C1)[C@H](C(=O)O)N (D-α-phenylglycine). RXN SMILES: [CH:1]1[CH:6]=[CH:5][C:4]([CH:7]([NH2:11])[C:8]([OH:10])=[O:9])=[CH:3][CH:2]=1.C1(S([O-])(=O)=O)C=CC=CC=1>>[CH:1]1[CH:2]=[CH:3][C:4]([C@@H:7]([NH2:11])[C:8]([OH:10])=[O:9])=[CH:5][CH:6]=1. Procedure: These objects are accomplished by a process wherein DL-α-phenylglycine in the form of a benzensulfonate salt is subjected to resolution to give the D-α-phenylglycine salt and the L-α-phenylglycine salt, the D-salt is purified and neutralized to give D-α-phenylglycine (salt free) and the L-salt is subjected to racemization and reused as a raw material in the processing sequence. The reactants are C1COCCO1, COc1ccc(N2CCN(NC(=O)Oc3ccccc3)CC2)cc1, NN. Yields the product COc1ccc(N2CCN(NC(=O)NN)CC2)cc1. RXN SMILES: [CH2:27]1[O:28][CH2:29][CH2:30][O:31][CH2:32]1.[CH3:1][O:2][c:3]1[cH:4][cH:5][c:6]([N:9]2[CH2:10][CH2:11][N:12]([NH:15][C:16]([O:17][c:18]3[cH:19][cH:20][cH:21][cH:22][cH:23]3)=[O:24])[CH2:13][CH2:14]2)[cH:7][cH:8]1.[NH2:25][NH2:26]>>[CH3:1][O:2][c:3]1[cH:4][cH:5][c:6]([N:9]2[CH2:10][CH2:11][N:12]([NH:15][C:16](=[O:24])[NH:25][NH2:26])[CH2:13][CH2:14]2)[cH:7][cH:8]1. Reactants: CC(C)(C)N(C(=O)[O-])C1CCN(CCN2C(=O)COc3ccc(F)cc32)CC1, N#Cc1ccc2ccc(=O)n(CCN3CCC(N)CC3)c2c1. The product is NC1CCN(CCN2C(=O)COc3ccc(F)cc32)CC1. As a reaction SMILES: [C:1]([N:5]([C:2](=[O:3])[O-:4])[CH:9]1[CH2:10][CH2:11][N:12]([CH2:15][CH2:16][N:17]2[C:18](=[O:28])[CH2:19][O:20][c:21]3[c:22]2[cH:23][c:24]([F:27])[cH:25][cH:26]3)[CH2:13][CH2:14]1)([CH3:6])([CH3:7])[CH3:8].[NH2:29][CH:30]1[CH2:31][CH2:32][N:33]([CH2:34][CH2:35][n:36]2[c:37]3[c:38]([cH:39][cH:40][c:41]([C:42]#[N:43])[cH:44]3)[cH:45][cH:46][c:47]2=[O:48])[CH2:49][CH2:50]1>>[NH2:5][CH:9]1[CH2:10][CH2:11][N:12]([CH2:15][CH2:16][N:17]2[C:18](=[O:28])[CH2:19][O:20][c:21]3[c:22]2[cH:23][c:24]([F:27])[cH:25][cH:26]3)[CH2:13][CH2:14]1. Reactants: CC(C)(C)[O-], Cc1c[nH]c2ccncc12, [K+], CN(C)C=O. Yields the product Cc1cn(N)c2ccncc12. Reaction SMILES: [CH3:11][C:12]([CH3:13])([O-:14])[CH3:15].[CH3:1][c:2]1[cH:3][nH:4][c:5]2[c:6]1[cH:7][n:8][cH:9][cH:10]2.[K+:16].[O:17]=[CH:18][N:19]([CH3:20])[CH3:21]>>[CH3:1][c:2]1[cH:3][n:4]([NH2:19])[c:5]2[c:6]1[cH:7][n:8][cH:9][cH:10]2. The reactants are C(C=C)(=O)OCC (ethyl acrylate), C1(CC1)N (cyclopropylamine), C(=O)OC(C)(C)C (H-Boc). The solvent is C(C)(=O)OCC.CCCCCCC (ethyl acetate heptane). Yields the product C(C)(C)(C)OC(=O)N(CCC(=O)OCC)C1CC1 (Ethyl N-tert-butoxycarbonyl-3-cyclopropylamino-propanoate). RXN SMILES: [C:1]([O:5][CH2:6][CH3:7])(=[O:4])[CH:2]=[CH2:3].[CH:8]1([NH2:11])[CH2:10][CH2:9]1.[CH:12]([O:14][C:15]([CH3:18])([CH3:17])[CH3:16])=[O:13]>C(OCC)(=O)C.CCCCCCC>[C:15]([O:14][C:12]([N:11]([CH:8]1[CH2:10][CH2:9]1)[CH2:3][CH2:2][C:1]([O:5][CH2:6][CH3:7])=[O:4])=[O:13])([CH3:18])([CH3:17])[CH3:16] |f:3.4|. Reported procedure: The title compound was prepared from ethyl acrylate (1.09 ml, 10 mmol) and cyclopropylamine (0.69 ml, 10 mmol) according to Example 2a. Yield: 2.06 g (80%). ESI-MS: 258.2 (M+H)+, 202.2 (M+H—C4H8)+, 158.2 (M+H-Boc)+. Rf (silica gel; ethyl acetate/heptane, 1:4, v/v): 0.38. Reactants: CC1CC2=C(CN1)SC(=N2)C(=O)[O-].[Li+] (lithium 6-methyl-4,5,6,7-tetrahydrothiazolo[5,4-c]pyridine-2-carboxylate), ClC=1C=C2C=CC(=CC2=CC1)S(=O)(=O)N1CC(NCC1)CC(=O)OC (1-[(6-chloronaphthalen-2-yl)sulfonyl]-3-[methoxycarbonylmethyl]piperazine). Yields the product ClC=1C=C2C=CC(=CC2=CC1)S(=O)(=O)N1CC(N(CC1)C(=O)C=1SC=2CNC(CC2N1)C)CC(=O)OC (Methyl [4-[(6-chloronaphthalen-2-yl)sulfonyl]-1-[(6-methyl-4,5,6,7-tetrahydrothiazolo[5,4-c]pyridin-2-yl)carbonyl]piperazin-2-yl]acetate). As a reaction SMILES: [CH3:1][CH:2]1[NH:7][CH2:6][C:5]2[S:8][C:9]([C:11]([O-:13])=O)=[N:10][C:4]=2[CH2:3]1.[Li+].[Cl:15][C:16]1[CH:17]=[C:18]2[C:23](=[CH:24][CH:25]=1)[CH:22]=[C:21]([S:26]([N:29]1[CH2:34][CH2:33][NH:32][CH:31]([CH2:35][C:36]([O:38][CH3:39])=[O:37])[CH2:30]1)(=[O:28])=[O:27])[CH:20]=[CH:19]2>>[Cl:15][C:16]1[CH:17]=[C:18]2[C:23](=[CH:24][CH:25]=1)[CH:22]=[C:21]([S:26]([N:29]1[CH2:34][CH2:33][N:32]([C:11]([C:9]3[S:8][C:5]4[CH2:6][NH:7][CH:2]([CH3:1])[CH2:3][C:4]=4[N:10]=3)=[O:13])[CH:31]([CH2:35][C:36]([O:38][CH3:39])=[O:37])[CH2:30]1)(=[O:27])=[O:28])[CH:20]=[CH:19]2 |f:0.1|. Procedure: Starting materials: lithium 6-methyl-4,5,6,7-tetrahydrothiazolo[5,4-c]pyridine-2-carboxylate, 1-[(6-chloronaphthalen-2-yl)sulfonyl]-3-[methoxycarbonylmethyl]piperazine Reactants: C(C1=CC=CC=C1)OC1=CC=C(C=C1)Br (4-benzyloxybromobenzene), C(CCC)[Li] (n-butyllithium), BrC=1C=CC(=C(C=O)C1)C (5-Bromo-2-methylbenzaldehyde). Run in C1CCOC1 (THF), C1CCOC1 (THF). Reaction conditions: temperature 0 celsius, time 30 minute. Yields the product C(C1=CC=CC=C1)OC1=CC=C(C=C1)C(O)C1=C(C=CC(=C1)Br)C ((4-(benzyloxy)phenyl)(5-bromo-2-methylphenyl)methanol). Isolated yield 81.4%. As a reaction SMILES: [CH2:1]([O:8][C:9]1[CH:14]=[CH:13][C:12](Br)=[CH:11][CH:10]=1)[C:2]1[CH:7]=[CH:6][CH:5]=[CH:4][CH:3]=1.C([Li])CCC.[Br:21][C:22]1[CH:23]=[CH:24][C:25]([CH3:30])=[C:26]([CH:29]=1)[CH:27]=[O:28]>C1COCC1>[CH2:1]([O:8][C:9]1[CH:14]=[CH:13][C:12]([CH:27]([C:26]2[CH:29]=[C:22]([Br:21])[CH:23]=[CH:24][C:25]=2[CH3:30])[OH:28])=[CH:11][CH:10]=1)[C:2]1[CH:7]=[CH:6][CH:5]=[CH:4][CH:3]=1. Procedure details: To a solution of 4-benzyloxybromobenzene (2.63 g, 10 mmol) in THF (50 mL) at −78° C. under nitrogen was slowly added n-butyllithium (2.5 M in hexanes, 4.4 mL, 11 mmol). The reaction was stirred for 30 minutes. 5-Bromo-2-methylbenzaldehyde (32, 1.99 g, 10 mmol) in THF (4 mL plus 1 mL rinse) was added slowly. The reaction was allowed to slowly warm to about 0° C. over 2 hours, then quenched with saturated aqueous NH4Cl, diluted with ether, washed with H2O and brine, dried over MgSO4, filtered, and...